From a dataset of the Open Reaction Database (ORD), a public repository of structured organic reaction records. describe an organic reaction: reactants, conditions, products, and yield The reactants are BrCC1=C(C#N)C=CC=C1 (2(bromomethyl)benzonitrile), C[O-].[Na+] (sodium methoxide), OC1=C(C=O)C=C(C=C1)OC (2-Hydroxy-5-methoxybenzaldehyde), C[O-].[Na+] (sodium methoxide). The solvent is CN(C)C=O (DMF), CN(C)C=O (DMF), CN(C)C=O (DMF), C(C)O (ethanol). Run at temperature 75 celsius, time 20 minute. Yields the product CC=1C=CC2=C(C=C(O2)C2=C(C#N)C=CC=C2)C1 (2-(5-Methyl-2-benzofuranyl)benzonitrile). The yield is 75.0%. RXN SMILES: [OH:1][C:2]1[CH:9]=[CH:8][C:7](OC)=[CH:6][C:3]=1[CH:4]=O.[CH3:12][O-].[Na+].Br[CH2:16][C:17]1[CH:24]=[CH:23][CH:22]=[CH:21][C:18]=1[C:19]#[N:20]>CN(C=O)C.C(O)C>[CH3:12][C:7]1[CH:8]=[CH:9][C:2]2[O:1][C:16]([C:17]3[CH:24]=[CH:23][CH:22]=[CH:21][C:18]=3[C:19]#[N:20])=[CH:4][C:3]=2[CH:6]=1 |f:1.2|. Reported procedure: A solution of the product of step (a) (130 g) in dry DMF (400 ml) was added dropwise to a solution of sodium methoxide (56.2 g) in ethanol (400 ml) mechanically stirred under nitrogen. After a further 20 mins, a solution of 2(bromomethyl)benzonitrile (182.2 g) in dry DMF (400 ml) was added dropwise. The mixture was then heated to 75° C. for 30 mins. The solution was allowed to cool for 1 h. A slurry of sodium methoxide (56.2 g) in dry DMF (100 ml) was added and the mixture heated at reflux for 1... Starting materials: [O-]Br, COc1ccc(-c2ccc(C(C)=O)cc2)cc1, [Na+], C1COCCO1. The product is COc1ccc(-c2ccc(C(=O)O)cc2)cc1. Reaction SMILES: [Br:18][O-:19].[C:1]([CH3:2])(=[O:3])[c:4]1[cH:5][cH:6][c:7](-[c:10]2[cH:11][cH:12][c:13]([O:16][CH3:17])[cH:14][cH:15]2)[cH:8][cH:9]1.[Na+:20].[O:21]1[CH2:22][CH2:23][O:24][CH2:25][CH2:26]1>>[C:1]([OH:3])([c:4]1[cH:5][cH:6][c:7](-[c:10]2[cH:11][cH:12][c:13]([O:16][CH3:17])[cH:14][cH:15]2)[cH:8][cH:9]1)=[O:19]. Reactants: Cl (hydrochloric acid), BrCCCCC=C (6-bromo-1-hexene), FC(CCS(=O)(=O)CC(=O)OC)(F)F (methyl (3,3,3-trifluoropropylsulfonyl)acetate), [H-].[Na+] (sodium hydride). Run in CS(=O)C (dimethyl sulfoxide). Reaction conditions: temperature 60 celsius, time 4 hour. Product: FC(CCS(=O)(=O)C(C(=O)OC)CCCCC=C)(F)F (methyl 2-(3,3,3-trifluoropropylsulfonyl)-7-octenoate). Isolated yield 79.9%. As a reaction SMILES: Br[CH2:2][CH2:3][CH2:4][CH2:5][CH:6]=[CH2:7].[F:8][C:9]([F:21])([F:20])[CH2:10][CH2:11][S:12]([CH2:15][C:16]([O:18][CH3:19])=[O:17])(=[O:14])=[O:13].[H-].[Na+].Cl>CS(C)=O>[F:21][C:9]([F:8])([F:20])[CH2:10][CH2:11][S:12]([CH:15]([CH2:7][CH2:6][CH2:5][CH2:4][CH:3]=[CH2:2])[C:16]([O:18][CH3:19])=[O:17])(=[O:13])=[O:14] |f:2.3|. Reported procedure: To a solution of 2.0 g of 6-bromo-1-hexene and 2.9 g of methyl (3,3,3-trifluoropropylsulfonyl)acetate in 50 ml of dimethyl sulfoxide, 0.5 g of sodium hydride (60% in oil) was added at room temperature. The mixture was heated to 60° C., stirred for 4 hours, and then allowed to stand near room temperature. To the reaction mixture, 10% hydrochloric acid was added, followed by extraction with ethyl acetate. The organic layer was washed with a saturated sodium chloride aqueous solution, dried over an... Reactants: FC=1C=CC(=C2CC[C@H](C12)OC1=CC2=C([C@@H](CO2)CC(=O)OC)C=C1)B1OC(C(O1)(C)C)(C)C (methyl 2-((S)-6-((R)-7-fluoro-4-(4,4,5,5-tetramethyl-1,3,2-dioxaborolan-2-yl)-2,3-dihydro-1H-inden-1-yloxy)-2,3-dihydrobenzofuran-3-yl)acetate), BrC1=C(C=C(CCNS(=O)(=O)C)C=C1C)C (N-(4-bromo-3,5-dimethylphenethyl)methanesulfonamide), BrC1=C2CC[C@H](C2=C(C=C1)F)OC1=CC2=C([C@@H](CO2)CC(=O)OC)C=C1 (Methyl 2-((S)-6-((R)-4-bromo-7-fluoro-2,3-dihydro-1H-inden-1-yloxy)-2,3-dihydrobenzofuran-3-yl)acetate). Product: CC1=C(C(=CC(=C1)CCNS(=O)(=O)C)C)C1=C2CC[C@H](C2=C(C=C1)F)OC1=CC2=C([C@@H](CO2)CC(=O)OC)C=C1 (Methyl 2-((S)-6-((R)-4-(2,6-dimethyl-4-(2-(methylsulfonamido)ethyl)phenyl)-7-fluoro-2,3-dihydro-1H-inden-1-yloxy)-2,3-dihydrobenzofuran-3-yl)acetate). RXN SMILES: [F:1][C:2]1[CH:3]=[CH:4][C:5](B2OC(C)(C)C(C)(C)O2)=[C:6]2[C:10]=1[C@H:9]([O:11][C:12]1[CH:25]=[CH:24][C:15]3[C@H:16]([CH2:19][C:20]([O:22][CH3:23])=[O:21])[CH2:17][O:18][C:14]=3[CH:13]=1)[CH2:8][CH2:7]2.Br[C:36]1[C:48]([CH3:49])=[CH:47][C:39]([CH2:40][CH2:41][NH:42][S:43]([CH3:46])(=[O:45])=[O:44])=[CH:38][C:37]=1[CH3:50].BrC1C=CC(F)=C2C=1CC[C@H]2OC1C=CC2[C@H](CC(OC)=O)COC=2C=1>>[CH3:49][C:48]1[CH:47]=[C:39]([CH2:40][CH2:41][NH:42][S:43]([CH3:46])(=[O:44])=[O:45])[CH:38]=[C:37]([CH3:50])[C:36]=1[C:5]1[CH:4]=[CH:3][C:2]([F:1])=[C:10]2[C:6]=1[CH2:7][CH2:8][C@H:9]2[O:11][C:12]1[CH:25]=[CH:24][C:15]2[C@H:16]([CH2:19][C:20]([O:22][CH3:23])=[O:21])[CH2:17][O:18][C:14]=2[CH:13]=1. Procedure: The title compound is prepared from methyl 2-((S)-6-((R)-7-fluoro-4-(4,4,5,5-tetramethyl-1,3,2-dioxaborolan-2-yl)-2,3-dihydro-1H-inden-1-yloxy)-2,3-dihydrobenzofuran-3-yl)acetate and N-(4-bromo-3,5-dimethylphenethyl)methanesulfonamide following a procedure analogous to that described in Step 5 of Intermediate 1. LC (method 8): tR=0.58 min; Mass spectrum (ESI+): m/z=568 [M+H]+. Reactants: BrC1=C(C=C(C(=O)OC)C=C1)C (methyl 4-bromo-3-methylbenzoate), [BH4-].[Li+] (lithium tetrahydroborate). The solvent is O1CCCC1 (tetrahydrofuran). Conditions: temperature 0 celsius. The product is BrC1=C(C=C(C=C1)CO)C ((4-Bromo-3-methylphenyl)methanol). The yield is 82.1%. RXN SMILES: [Br:1][C:2]1[CH:11]=[CH:10][C:5]([C:6](OC)=[O:7])=[CH:4][C:3]=1[CH3:12].[BH4-].[Li+]>O1CCCC1>[Br:1][C:2]1[CH:11]=[CH:10][C:5]([CH2:6][OH:7])=[CH:4][C:3]=1[CH3:12] |f:1.2|. Procedure details: A solution of methyl 4-bromo-3-methylbenzoate (50.0 g, 218 mmol), lithium tetrahydroborate (5.70 g, 262 mmol) and tetrahydrofuran (500 mL) was stirred at 25° C. for 2 d. The reaction was cooled to 0° C., quenched with saturated NH4Cl solution and diluted with ethyl acetate. The aqueous layers were extracted with ethyl acetate three times, dried with sodium sulfate, filtered, and concentrated in vacuo. The crude residue was purified by flash column chromatography to yield the desired product (36....